Dataset: the Open Reaction Database (ORD), a public repository of structured organic reaction records. Task: describe an organic reaction: reactants, conditions, products, and yield The reactants are NC(C=1C=CC(=C(C(=O)OC)C1)O)=NO (methyl 5-[amino(hydroxyimino)methyl]-2-hydroxybenzoate), CCN(C(C)C)C(C)C (DIEA), C1CCOC1 (THF). Solvent: O (water). Run at temperature 150 celsius. The product is CC1=C(C=CC(=C1)C1=NC(=NO1)C=1C=CC(=C(C(=O)OC)C1)O)C1=C(C=CC=C1)C (methyl 5-[5-(2,2′-dimethylbiphenyl-4-yl)-1,2,4-oxadiazol-3-yl]-2-hydroxybenzoate). Reaction SMILES: [NH2:1][C:2](=[N:14][OH:15])[C:3]1[CH:4]=[CH:5][C:6]([OH:13])=[C:7]([CH:12]=1)[C:8]([O:10][CH3:11])=[O:9].CCN([CH:22]([CH3:24])[CH3:23])C(C)C.[CH2:25]1[CH2:29]O[CH2:27][CH2:26]1>O>[CH3:27][C:26]1[CH:2]=[C:3]([C:12]2[O:15][N:14]=[C:2]([C:3]3[CH:4]=[CH:5][C:6]([OH:13])=[C:7]([CH:12]=3)[C:8]([O:10][CH3:11])=[O:9])[N:1]=2)[CH:4]=[CH:5][C:25]=1[C:29]1[CH:8]=[CH:7][CH:6]=[CH:24][C:22]=1[CH3:23]. Procedure details: Under Argon atmosphere, Intermediate 3 (147.08 mg; 0.65 mmol) was stirred in anhydrous DCM (5 mL). Oxalyl chloride (57.75 μL; 0.68 mmol) was added followed by DMF (0.50 μL; 0.01 mmol). The reaction mixture was stirred 3 hours at RT. Solvents were evaporated to give 2,2′-dimethylbiphenyl-4-carbonyl chloride as a yellow oil. The latter was dissolved in anhydrous THF (3 mL), Intermediate 46 (136.62 mg; 0.65 mmol) and DIEA (221.08 μL; 1.30 mmol) were added under argon. The mixture was heated in the ...